From a dataset of the Open Reaction Database (ORD), a public repository of structured organic reaction records. describe an organic reaction: reactants, conditions, products, and yield Reactants: CN, O=C(Cl)N1CC(Oc2ccc(F)cc2Cl)C1, C1CCOC1, O. Yields the product CNC(=O)N1CC(Oc2ccc(F)cc2Cl)C1. As a reaction SMILES: [CH3:17][NH2:18].[Cl:1][c:2]1[c:3]([O:4][CH:5]2[CH2:6][N:7]([C:9](=[O:10])[Cl:11])[CH2:8]2)[cH:12][cH:13][c:14]([F:16])[cH:15]1.[O:19]1[CH2:20][CH2:21][CH2:22][CH2:23]1.[OH2:24]>>[Cl:1][c:2]1[c:3]([O:4][CH:5]2[CH2:6][N:7]([C:9](=[O:10])[NH:18][CH3:17])[CH2:8]2)[cH:12][cH:13][c:14]([F:16])[cH:15]1. The reactants are CCOC(=O)C(NC(C)=O)C(=O)OCC, CCO, ClCc1cccnc1, Cl, [Na]. Reaction SMILES: [C:1]([CH3:2])(=[O:3])[NH:4][CH:5]([C:6](=[O:7])[O:8][CH2:9][CH3:10])[C:11](=[O:12])[O:13][CH2:14][CH3:15].[CH3:26][CH2:27][OH:28].[Cl:18][CH2:19][c:20]1[cH:21][n:22][cH:23][cH:24][cH:25]1.[ClH:17].[Na:16]>>[C:1]([CH3:2])(=[O:3])[NH:4][C:5]([C:6](=[O:7])[O:8][CH2:9][CH3:10])([C:11](=[O:12])[O:13][CH2:14][CH3:15])[CH2:19][c:20]1[cH:21][n:22][cH:23][cH:24][cH:25]1. Yields the product CCOC(=O)C(Cc1cccnc1)(NC(C)=O)C(=O)OCC. The reactants are ClCCl, COC(=O)C(CNC(=O)CCl)C(C)=O. Yields the product COC(=O)C(CNC(=O)CCl)C(C)O. RXN SMILES: [CH2:15]([Cl:16])[Cl:17].[Cl:1][CH2:2][C:3](=[O:4])[NH:5][CH2:6][CH:7]([C:8](=[O:9])[O:10][CH3:11])[C:12]([CH3:13])=[O:14]>>[Cl:1][CH2:2][C:3](=[O:4])[NH:5][CH2:6][CH:7]([C:8](=[O:9])[O:10][CH3:11])[CH:12]([CH3:13])[OH:14].